This data is from the Open Reaction Database (ORD), a public repository of structured organic reaction records. The task is: describe an organic reaction: reactants, conditions, products, and yield Yields the product Fc1ccc2c(c1C1CC1)OCCN(Cc1ccccc1)C2. Starting materials: O=C([O-])[O-], Fc1ccc2c(c1Br)OCCN(Cc1ccccc1)C2, OB(O)C1CC1, [K+], [K+], C1COCCO1, O. RXN SMILES: [C:27](=[O:28])([O-:29])[O-:30].[CH2:1]([c:2]1[cH:3][cH:4][cH:5][cH:6][cH:7]1)[N:8]1[CH2:9][CH2:10][O:11][c:12]2[c:13]([cH:15][cH:16][c:17]([F:20])[c:18]2[Br:19])[CH2:14]1.[CH:21]1([B:24]([OH:25])[OH:26])[CH2:22][CH2:23]1.[K+:31].[K+:32].[O:33]1[CH2:34][CH2:35][O:36][CH2:37][CH2:38]1.[OH2:39]>>[CH2:1]([c:2]1[cH:3][cH:4][cH:5][cH:6][cH:7]1)[N:8]1[CH2:9][CH2:10][O:11][c:12]2[c:13]([cH:15][cH:16][c:17]([F:20])[c:18]2[CH:21]2[CH2:22][CH2:23]2)[CH2:14]1. Starting materials: Br, O=C([O-])O, CC1=NN(c2ccc3c(c2)C(C)CC3)C(=O)C1, CCO, Cl, O=N[O-], Nc1cccc(-c2cccc(C(=O)O)c2)c1O, [Na+], [Na+]. Product: CC1=NN(c2ccc3c(c2)C(C)CC3)C(=O)C1=NNc1cccc(-c2cccc(C(=O)O)c2)c1O. RXN SMILES: [BrH:1].[C:40](=[O:41])([OH:42])[O-:43].[CH3:23][C:24]1=[N:28][N:27]([c:29]2[cH:30][c:31]3[c:35]([cH:36][cH:37]2)[CH2:34][CH2:33][CH:32]3[CH3:38])[C:26](=[O:39])[CH2:25]1.[CH3:46][CH2:47][OH:48].[ClH:45].[N:19]([O-:20])=[O:21].[NH2:2][c:3]1[c:4]([OH:18])[c:5](-[c:9]2[cH:10][c:11]([C:15](=[O:16])[OH:17])[cH:12][cH:13][cH:14]2)[cH:6][cH:7][cH:8]1.[Na+:22].[Na+:44]>>[NH:2]([c:3]1[c:4]([OH:18])[c:5](-[c:9]2[cH:10][c:11]([C:15](=[O:16])[OH:17])[cH:12][cH:13][cH:14]2)[cH:6][cH:7][cH:8]1)[N:19]=[C:25]1[C:24]([CH3:23])=[N:28][N:27]([c:29]2[cH:30][c:31]3[c:35]([cH:36][cH:37]2)[CH2:34][CH2:33][CH:32]3[CH3:38])[C:26]1=[O:39]. Reactants: C(C)OC(=O)C=1SC=C(N1)C1=CC=CC=C1 (4-phenyl-thiazole-2-carboxylic acid ethyl ester), [OH-].[K+] (KOH). Reported procedure: To a solution of 4-phenyl-thiazole-2-carboxylic acid ethyl ester (282 mg, 1.21 mmol) dissolved in methanol (10 ml) was added 1N—KOH (3.63 ml, 3.63 mmol) and the mixture was allowed to react at 60° C. for 15 minutes. After the solvent was evaporated from the reaction mixture, the residue was dissolved by adding water and acidified (pH=2) with 2N—HCl under ice cooling. The produced precipitates were filtered with suction, washed with water and recrystallized from methanol-water to afford 190 mg (y... Yields the product C1(=CC=CC=C1)C=1N=C(SC1)C(=O)O (4-phenyl-thiazole-2carboxylic acid). RXN SMILES: C([O:3][C:4]([C:6]1[S:7][CH:8]=[C:9]([C:11]2[CH:16]=[CH:15][CH:14]=[CH:13][CH:12]=2)[N:10]=1)=[O:5])C.[OH-].[K+]>CO>[C:11]1([C:9]2[N:10]=[C:6]([C:4]([OH:5])=[O:3])[S:7][CH:8]=2)[CH:12]=[CH:13][CH:14]=[CH:15][CH:16]=1 |f:1.2|. Run in CO (methanol). The yield is 76.5%. The reactants are ClC=1C=C(C=C(C1)Cl)[C@@H]1CN(CCO1)C[C@@H](C(F)(F)F)OC(NC1=CC=C(C=C1)Cl)=O ((4-chloro-phenyl)-carbamic acid (S)-1-[(R)-2-(3,5-dichloro-phenyl)-morpholin-4-ylmethyl]-2,2,2-trifluoro-ethyl ester), Cl (HCl), ClC=1C=C(C=C(C1)Cl)C1OCCN(C1)C[C@@H](C(F)(F)F)O ((2S)-3-(2-(3,5-dichlorophenyl)morpholino)-1,1,1-trifluoropropan-2-ol), TEA, ClC1=CC=C(C=C1)N=C=O (1-chloro-4-isocyanatobenzene). Run in CCOCC (ether), ClCCl (dichloromethane), Hexanes, CCOCC (ether), hexanes. Conditions: time 8 hour. The product is Cl.ClC=1C=C(C=C(C1)Cl)[C@@H]1CN(CCO1)C[C@@H](C(F)(F)F)OC(NC1=CC=C(C=C1)Cl)=O ((4-chloro-phenyl)-carbamic acid (S)-1-[(R)-2-(3,5-dichloro-phenyl)-morpholin-4-ylmethyl]-2,2,2-trifluoro-ethyl ester hydrochloride). RXN SMILES: [Cl:1]C1C=C(C2CN(C[C@H](O)C(F)(F)F)CCO2)C=C(Cl)C=1.ClC1C=CC(N=C=O)=CC=1.[Cl:32][C:33]1[CH:34]=[C:35]([C@H:40]2[O:45][CH2:44][CH2:43][N:42]([CH2:46][C@H:47]([O:52][C:53](=[O:62])[NH:54][C:55]3[CH:60]=[CH:59][C:58]([Cl:61])=[CH:57][CH:56]=3)[C:48]([F:51])([F:50])[F:49])[CH2:41]2)[CH:36]=[C:37]([Cl:39])[CH:38]=1.Cl>CCOCC.ClCCl>[ClH:1].[Cl:32][C:33]1[CH:34]=[C:35]([C@H:40]2[O:45][CH2:44][CH2:43][N:42]([CH2:46][C@H:47]([O:52][C:53](=[O:62])[NH:54][C:55]3[CH:60]=[CH:59][C:58]([Cl:61])=[CH:57][CH:56]=3)[C:48]([F:50])([F:51])[F:49])[CH2:41]2)[CH:36]=[C:37]([Cl:39])[CH:38]=1 |f:6.7|. Reported procedure: In a 50 mL round-bottom flask, (2S)-3-(2-(3,5-dichlorophenyl)morpholino)-1,1,1-trifluoropropan-2-ol (665 mg, 1.93 mmol) was combined with dichloromethane (12 ml) to give a colorless solution. TEA (196 mg, 269 μl, 1.93 mmol) was added. 1-chloro-4-isocyanatobenzene (326 mg, 2.13 mmol) was added. The reaction mixture was stirred at room temperature overnight. Two major close-running spots of similar intensity could be seen by TLC (silica 10% EtOAc in hexanes eluent), a front-running spot and a late... Reactants: BrC1=NC=C(C=C1)Cl (2-bromo-5-chloropyridine), C(=O)([O-])[O-].[Na+].[Na+] (Na2CO3), CC1(OB(OC1(C)C)C=1C=C2C[C@H](CC2=CC1)NS(=O)(=O)C(C)C)C (N-[(2S)-5-(4,4,5,5-tetramethyl-1,3,2-dioxaborolan-2-yl)-2,3-dihydro-1H-inden-2-yl]-2-propanesulfonamide). The reagents and catalysts are C=1C=CC(=CC1)[P](C=2C=CC=CC2)(C=3C=CC=CC3)[Pd]([P](C=4C=CC=CC4)(C=5C=CC=CC5)C=6C=CC=CC6)([P](C=7C=CC=CC7)(C=8C=CC=CC8)C=9C=CC=CC9)[P](C=1C=CC=CC1)(C=1C=CC=CC1)C=1C=CC=CC1 (Pd(PPh3)4). Run in O (water), O1CCOCC1 (1,4 dioxane). Yields the product ClC=1C=CC(=NC1)C=1C=C2C[C@H](CC2=CC1)NS(=O)(=O)C(C)C (N-[(2S)-5-(5-chloro-2-pyridinyl)-2,3-dihydro-1H-inden-2-yl]-2-propanesulfonamide). RXN SMILES: CC1(C)C(C)(C)OB([C:9]2[CH:10]=[C:11]3[C:15](=[CH:16][CH:17]=2)[CH2:14][C@H:13]([NH:18][S:19]([CH:22]([CH3:24])[CH3:23])(=[O:21])=[O:20])[CH2:12]3)O1.Br[C:27]1[CH:32]=[CH:31][C:30]([Cl:33])=[CH:29][N:28]=1.C([O-])([O-])=O.[Na+].[Na+]>O1CCOCC1.O.C1C=CC([P]([Pd]([P](C2C=CC=CC=2)(C2C=CC=CC=2)C2C=CC=CC=2)([P](C2C=CC=CC=2)(C2C=CC=CC=2)C2C=CC=CC=2)[P](C2C=CC=CC=2)(C2C=CC=CC=2)C2C=CC=CC=2)(C2C=CC=CC=2)C2C=CC=CC=2)=CC=1>[Cl:33][C:30]1[CH:31]=[CH:32][C:27]([C:9]2[CH:10]=[C:11]3[C:15](=[CH:16][CH:17]=2)[CH2:14][C@H:13]([NH:18][S:19]([CH:22]([CH3:23])[CH3:24])(=[O:20])=[O:21])[CH2:12]3)=[N:28][CH:29]=1 |f:2.3.4,^1:50,52,71,90|. Reported procedure: To a solution of N-[(2S)-5-(4,4,5,5-tetramethyl-1,3,2-dioxaborolan-2-yl)-2,3-dihydro-1H-inden-2-yl]-2-propanesulfonamide (1 g, 2.74 mmol) in dry 1,4 dioxane (15 ml), polymer supported Pd(PPh3)4 (54 mg, 0.5 mmol/g, 0.027 mmol) was added along with 2-bromo-5-chloropyridine (1.05 g, 5.48 mmol) and 3.5 ml of a 2M Na2CO3 solution in water and the resulting mixture was heated at 90° degrees for 3 hours. Then after cooling the resin was removed by filtration and then the solvent was removed under reduc... The reactants are CN1N=CC(=C1)B1OC(C(O1)(C)C)(C)C (1-methyl-4-(4,4,5,5-tetramethyl-1,3,2-dioxaborolan-2-yl)-1H-pyrazole), 4′-bromo-1-(diphenylmethyl)-2,3-dihydrospiro[furo[2,3-g][1,4]benzodioxine-8,3′-indol]-2′(1′H)-one, N1=CC(=CC2=CC=CC=C12)B(O)O (quinolin-3-ylboronic acid), BrC1=C2C3(C(N(C2=CC=C1)C)=O)COC=1C3=CC3=C(OCO3)C1 (4′-bromo-1′-methylspiro[furo[2,3-f][1,3]benzodioxole-7,3′-indol]-2′(1′H)-one). RXN SMILES: [CH3:1][N:2]1[CH:6]=[C:5](B2OC(C)(C)C(C)(C)O2)[CH:4]=[N:3]1.N1C2C(=CC=CC=2)C=C(B(O)O)[CH:17]=1.Br[C:30]1[CH:38]=[CH:37][CH:36]=[C:35]2[C:31]=1[C:32]1([C:44]3=[CH:45][C:46]4[O:50][CH2:49][O:48][C:47]=4[CH:51]=[C:43]3[O:42][CH2:41]1)[C:33](=[O:40])[N:34]2[CH3:39]>>[CH3:39][N:34]1[C:35]2[C:31](=[C:30]([C:5]3[CH:4]=[N:3][N:2]([CH3:1])[CH:6]=3)[CH:38]=[CH:37][CH:36]=2)[C:32]2([C:44]3[C:43](=[CH:51][C:47]4[O:48][CH2:49][CH2:17][O:50][C:46]=4[CH:45]=3)[O:42][CH2:41]2)[C:33]1=[O:40]. Reported procedure: Following the procedure as described in EXAMPLE 2.46 and making non-critical variations using 1-methyl-4-(4,4,5,5-tetramethyl-1,3,2-dioxaborolan-2-yl)-1H-pyrazole to replace quinolin-3-ylboronic acid, and 4′-bromo-1′-methylspiro[furo[2,3-f][1,3]benzodioxole-7,3′-indol]-2′(1′H)-one to replace 4′-bromo-1-(diphenylmethyl)-2,3-dihydrospiro[furo[2,3-g][1,4]benzodioxine-8,3′-indol]-2′(1′H)-one, 1′-methyl-4′-(1-methyl-1H-pyrazol-4-yl)-2,3-dihydrospiro[furo[2,3-g][1,4]benzodioxine-8,3′-indol]-2′(1H)-one... The product is CN1C(C2(C3=C(C=CC=C13)C=1C=NN(C1)C)COC1=CC3=C(OCCO3)C=C12)=O (1′-methyl-4′-(1-methyl-1H-pyrazol-4-yl)-2,3-dihydrospiro[furo[2,3-g][1,4]benzodioxine-8,3′-indol]-2′(1H)-one). Starting materials: [H-].[Al+3].[Li+].[H-].[H-].[H-] (Lithium aluminum hydride), C(C)(C)(C)[C@@H]1NC(CNC1=O)=O ((S)-2-tert-butylpiperazin-3,6-dione). Solvent: C1CCOC1 (THF). Conditions: temperature 65 celsius, time 17 hour. The product is C(C)(C)(C)[C@@H]1NCCNC1 ((S)-2-tert-butylpiperazine). Yield: 51.0%. RXN SMILES: [H-].[Al+3].[Li+].[H-].[H-].[H-].[C:7]([C@H:11]1[C:16](=O)[NH:15][CH2:14][C:13](=O)[NH:12]1)([CH3:10])([CH3:9])[CH3:8]>C1COCC1>[C:7]([C@H:11]1[CH2:16][NH:15][CH2:14][CH2:13][NH:12]1)([CH3:10])([CH3:9])[CH3:8] |f:0.1.2.3.4.5|. Procedure details: Lithium aluminum hydride(1 M solution in THF, 40 mL, 40.0 mmol) was added drop wise to solution of (S)-2-tert-butylpiperazin-3,6-dione (1.5 g, 8.82 mmol) in THF (50 mL) at 0° C. The reaction mixture was stirred at room temperature for 7 days and at 65° C. for 17 h, then cooled to 0° C. and quenched sequentially with H2O (1.7 mL), 10% NaOH (2.2 mL) and H2O (3.4 mL). Ether (100 mL) was added to the reaction mixture, and stirring was continued for 1.5 h. The solid was filtered, the filtrate was con...